This data is from the Open Reaction Database (ORD), a public repository of structured organic reaction records. The task is: describe an organic reaction: reactants, conditions, products, and yield Starting materials: C1(CC1)C(CC(=O)OCC)C1=NC=NC(=C1)COC1=CC(=C(C=C1)C1=C(C=CC(=C1)OC)F)CC(C)(C)C (ethyl 3-cyclopropyl-3-(6-(((2′-fluoro-5′-methoxy-2-neopentyl-[1,1′-biphenyl]-4-yl)oxy)methyl)pyrimidin-4-yl)propanoate), [OH-].[Na+] (sodium hydroxide), Cl (hydrochloric acid). Reaction conditions: time 1 hour. RXN SMILES: [CH:1]1([CH:4]([C:11]2[CH:16]=[C:15]([CH2:17][O:18][C:19]3[CH:24]=[CH:23][C:22]([C:25]4[CH:30]=[C:29]([O:31][CH3:32])[CH:28]=[CH:27][C:26]=4[F:33])=[C:21]([CH2:34][C:35]([CH3:38])([CH3:37])[CH3:36])[CH:20]=3)[N:14]=[CH:13][N:12]=2)[CH2:5][C:6]([O:8]CC)=[O:7])[CH2:3][CH2:2]1.[OH-].[Na+].Cl>C1COCC1.CO>[CH:1]1([CH:4]([C:11]2[CH:16]=[C:15]([CH2:17][O:18][C:19]3[CH:24]=[CH:23][C:22]([C:25]4[CH:30]=[C:29]([O:31][CH3:32])[CH:28]=[CH:27][C:26]=4[F:33])=[C:21]([CH2:34][C:35]([CH3:38])([CH3:37])[CH3:36])[CH:20]=3)[N:14]=[CH:13][N:12]=2)[CH2:5][C:6]([OH:8])=[O:7])[CH2:2][CH2:3]1 |f:1.2|. Reported procedure: To a solution of ethyl 3-cyclopropyl-3-(6-(((2′-fluoro-5′-methoxy-2-neopentyl-[1,1′-biphenyl]-4-yl)oxy)methyl)pyrimidin-4-yl)propanoate (201 mg) in THF (2.0 mL) and methanol (1.0 mL) was added 1N aqueous sodium hydroxide solution (2.0 mL), and the mixture was stirred at room temperature for 1 hr. To the reaction mixture was added 1N hydrochloric acid (2.0 mL), and the mixture was extracted with ethyl acetate. The extract was washed with water and saturated brine, and dried over anhydrous magnesi... Run in C1CCOC1 (THF), CO (methanol). The product is C1(CC1)C(CC(=O)O)C1=NC=NC(=C1)COC1=CC(=C(C=C1)C1=C(C=CC(=C1)OC)F)CC(C)(C)C (3-cyclopropyl-3-(6-(((2-(2,2-dimethylpropyl)-2′-fluoro-5′-methoxybiphenyl-4-yl)oxy)methyl)pyrimidin-4-yl)propanoic acid). The yield is 96.8%. Reactants: C(C)(C)C1=CC2=CC=C(C=C2C=C1)C(C)C (2,6-diisopropylnaphthalene), mono-, di- and tri-isopropylnaphthalenes, isopropylated naphthalenes, C(C)(C)C=1C(=C(C2=CC=CC=C2C1)C(C)C)C(C)C (triisopropylnaphthalene). Yields the product C(C)(C)C1=CC=CC2=CC=CC=C12 (monoisopropylnaphthalene). RXN SMILES: C(C1C=CC2C(=CC=C(C(C)C)C=2)C=1)(C)C.C([C:20]1[C:21](C(C)C)=[C:22]([CH:30]([CH3:32])[CH3:31])[C:23]2[C:28]([CH:29]=1)=[CH:27][CH:26]=[CH:25][CH:24]=2)(C)C>>[CH:30]([C:22]1[C:23]2[C:28](=[CH:27][CH:26]=[CH:25][CH:24]=2)[CH:29]=[CH:20][CH:21]=1)([CH3:32])[CH3:31]. Reported procedure: A process for the production of 2,6-diisopropylnaphthalene is disclosed wherein an isopropylation reaction mixture containing isopropylated naphthalenes is subjected to transalkylation with a triisopropylnaphthalene-containing mixture to obtain a mixture containing mono-, di- and tri-isopropylnaphthalenes which is then separated into a first fraction containing monisopropylnaphthalenes, a second fraction containing diisopropylnaphthalenes and a third fraction containing triisopropylnaphthalenes.... Reported procedure: The t-butyl ester from Example 33E was dissolved in 4 N HCl in dioxane (10 mL) and the resulting mixture was stirred at r.t for 16 h and at 60° C. for 1.5 h. The volatiles were removed to give the titled acid. As a reaction SMILES: C([O:5][C:6]([C:8]1([N:18]([C:20]([O:22][CH2:23][CH:24]([CH3:26])[CH3:25])=[O:21])[CH3:19])[CH2:17][CH2:16][C:15]2[C:10](=[CH:11][CH:12]=[CH:13][CH:14]=2)[CH2:9]1)=[O:7])(C)(C)C.[O:27]1CCOC[CH2:28]1>Cl>[CH2:23]([O:22][C:20]([N:18]([CH3:19])[C:8]1([C:6]([OH:5])=[O:7])[CH2:17][CH2:16][C:15]2[C:10](=[C:11]([O:27][CH3:28])[CH:12]=[CH:13][CH:14]=2)[CH2:9]1)=[O:21])[CH:24]([CH3:25])[CH3:26]. Product: C(C(C)C)OC(=O)N(C1(CC2=C(C=CC=C2CC1)OC)C(=O)O)C (2-(Isobutoxycarbonyl-methyl-amino)-8-methoxy-1,2,3,4-tetrahydro-naphthalene-2-carboxylic acid). The solvent is Cl (HCl). Conditions: temperature 60 celsius, time 1.5 hour. Starting materials: C(C)(C)(C)OC(=O)C1(CC2=CC=CC=C2CC1)N(C)C(=O)OCC(C)C (2-(Isobutoxycarbonyl-methyl-amino)-1,2,3,4-tetrahydro-naphthalene-2-carboxylic acid tert-butyl ester), O1CCOCC1 (dioxane). The reactants are N1N=CC(=C1)C(=O)OCC (Ethyl pyrazole-4-carboxylate), BrCC1=CC(=CC=C1)C(F)(F)F (1-(bromomethyl)-3-(trifluoromethyl)benzene), C([O-])([O-])=O.[K+].[K+] (potassium carbonate), FC(C=1C=C(C=CC1)CN1N=CC(=C1)C(=O)OCC)(F)F (ethyl 1-{[3-(trifluoromethyl)phenyl]methyl}pyrazole-4-carboxylate). Run in CC(=O)C (acetone), CO (methanol). The product is [OH-].[K+] (potassium hydroxide), FC(C=1C=C(C=CC1)CN1N=CC(=C1)C(=O)O)(F)F (1-{[3-(trifluoromethyl)phenyl]methyl}pyrazole-4-carboxylic acid). RXN SMILES: N1C=C(C(OCC)=[O:7])C=N1.BrCC1C=CC=C(C(F)(F)F)C=1.C(=O)([O-])[O-].[K+:27].[K+].[F:29][C:30]([F:49])([F:48])[C:31]1[CH:32]=[C:33]([CH2:37][N:38]2[CH:42]=[C:41]([C:43]([O:45]CC)=[O:44])[CH:40]=[N:39]2)[CH:34]=[CH:35][CH:36]=1>CC(C)=O.CO>[OH-:7].[K+:27].[F:49][C:30]([F:29])([F:48])[C:31]1[CH:32]=[C:33]([CH2:37][N:38]2[CH:42]=[C:41]([C:43]([OH:45])=[O:44])[CH:40]=[N:39]2)[CH:34]=[CH:35][CH:36]=1 |f:2.3.4,8.9|. Reported procedure: Ethyl pyrazole-4-carboxylate is reacted with 1-(bromomethyl)-3-(trifluoromethyl)benzene in acetone in the presence of potassium carbonate. The product, ethyl 1-{[3-(trifluoromethyl)phenyl]methyl}pyrazole-4-carboxylate, is then hydrolyzed with potassium hydroxide in methanol, to provide 1-{[3-(trifluoromethyl)phenyl]methyl}pyrazole-4-carboxylic acid. Reactants: C(C)(C)(C)OC(=O)C1N(CC=CCC1CO)S(=O)(=O)C1=CC=C(C=C1)OC (3-Hydroxymethyl-1-(4-methoxy-benzenesulfonyl)-2,3,4,7-tetrahydro-1H-azepine-2-carboxylic acid tert butyl ester), C(C)(C)(C)OC(=O)C1N(CCCCC1CSC1=CC=CC=C1)S(=O)(=O)C1=CC=C(C=C1)OC (1-(4-Methoxy-benzenesulfonyl)-3-phenylsulfanylmethyl-azepane-2-carboxylic acid tert-butyl ester). Yields the product C(C)(C)(C)OC(=O)C1N(CC=CCC1CSC1=CC=CC=C1)S(=O)(=O)C1=CC=C(C=C1)OC (1-(4-Methoxy-benzenesulfonyl)-3-phenylsulfanylmethyl-2,3,4,7-tetrahydro-1H-azepine-2-carboxylic acid tert-butyl ester). Reaction SMILES: C(OC(C1C(CO)CC=CCN1S(C1C=CC(OC)=CC=1)(=O)=O)=O)(C)(C)C.[C:28]([O:32][C:33]([CH:35]1[CH:41]([CH2:42][S:43][C:44]2[CH:49]=[CH:48][CH:47]=[CH:46][CH:45]=2)[CH2:40][CH2:39][CH2:38][CH2:37][N:36]1[S:50]([C:53]1[CH:58]=[CH:57][C:56]([O:59][CH3:60])=[CH:55][CH:54]=1)(=[O:52])=[O:51])=[O:34])([CH3:31])([CH3:30])[CH3:29]>>[C:28]([O:32][C:33]([CH:35]1[CH:41]([CH2:42][S:43][C:44]2[CH:49]=[CH:48][CH:47]=[CH:46][CH:45]=2)[CH2:40][CH:39]=[CH:38][CH2:37][N:36]1[S:50]([C:53]1[CH:58]=[CH:57][C:56]([O:59][CH3:60])=[CH:55][CH:54]=1)(=[O:52])=[O:51])=[O:34])([CH3:31])([CH3:30])[CH3:29]. Procedure: 1-(4-Methoxy-benzenesulfonyl)-3-phenylsulfanylmethyl-2,3,4,7-tetrahydro-1H-azepine-2-carboxylic acid tert-butyl ester was synthesized from 3-Hydroxymethyl-1-(4-methoxy-benzenesulfonyl)-2,3,4,7-tetrahydro-1H-azepine-2-carboxylic acid tert butyl ester in the same manner as the procedures used for the preparation of 1-(4-Methoxy-benzenesulfonyl)-3-phenylsulfanylmethyl-azepane-2-carboxylic acid tert-butyl ester: MS (M+H)+ =490, (M+NH4)+ =507. Reactants: ClC=1C=C(C(=O)[O-])C=C(C1N)Cl (3,5-dichloro-4-amino-benzoate). Run in O (water). Conditions: temperature 250 celsius, time 8 hour. Product: ClC1=C(N)C(=CC=C1)Cl (2,6-dichloroaniline). Yield: 79.9%. Reaction SMILES: [Cl:1][C:2]1[CH:3]=[C:4]([CH:8]=[C:9]([Cl:12])[C:10]=1[NH2:11])C([O-])=O>O>[Cl:1][C:2]1[CH:3]=[CH:4][CH:8]=[C:9]([Cl:12])[C:10]=1[NH2:11]. Procedure: 0.2 mole=41.2 g 3,5-dichloro-4-amino-benzoate were initially introduced into an autoclave together with 250 ml of water. The mixture was heated to 250° C. and stirred at this temperature for eight hours. The product was then recovered by steam distillation. 26 g of 2,6-dichloroaniline were obtained in a purity of 99.8%, corresponding to a yield of 80%. The reactants are OC1=C(C(=O)OC)C=CC(=C1)I (methyl 2-hydroxy-4-iodobenzoate), C(C1=CC=CC=C1)Br (benzyl bromide), CO3. Product: C(C1=CC=CC=C1)OC1=C(C(=O)OC)C=CC(=C1)I (Methyl 2-(benzyloxy)-4-iodobenzoate). Conditions: time 72 hour. Solvent: CN(C)C=O (DMF). RXN SMILES: [OH:1][C:2]1[CH:11]=[C:10]([I:12])[CH:9]=[CH:8][C:3]=1[C:4]([O:6][CH3:7])=[O:5].[CH2:13](Br)[C:14]1[CH:19]=[CH:18][CH:17]=[CH:16][CH:15]=1>CN(C=O)C>[CH2:13]([O:1][C:2]1[CH:11]=[C:10]([I:12])[CH:9]=[CH:8][C:3]=1[C:4]([O:6][CH3:7])=[O:5])[C:14]1[CH:19]=[CH:18][CH:17]=[CH:16][CH:15]=1. Procedure details: A mixture of methyl 2-hydroxy-4-iodobenzoate (22.8 g), benzyl bromide (10.3 ml) and K2 CO3 (22.67 g) in DMF (200 ml) was stirred at rt for 72 h. The mixture was partitioned between diethyl ether and water, the organics separated washed with water, dried and evaporated under reduced pressure to give a white solid, 29.5 g. The reactants are ClCC(C(=O)Cl)(C)C (3-chloro-2,2-dimethylpropionyl chloride), BrC1=C(C=CC=C1)CNO (N-(2-bromophenylmethyl)hydroxylamine), N1=CC=CC=C1 (pyridine), C[Si](Cl)(C)C (trimethylchlorosilane). Run in C(Cl)Cl (methylene chloride), CCCCCC (hexane), C(Cl)Cl (methylene chloride), C(Cl)Cl (methylene chloride). Run at time 30 minute. Product: BrC1=C(C=CC=C1)CN(C(C(CCl)(C)C)=O)O (N-(2-bromophenyl)methyl-3-chloro-N-hydroxy-2,2-dimethylpropanamide). Isolated yield 40.4%. Reaction SMILES: [Br:1][C:2]1[CH:7]=[CH:6][CH:5]=[CH:4][C:3]=1[CH2:8][NH:9][OH:10].N1C=CC=CC=1.C[Si](C)(C)Cl.[Cl:22][CH2:23][C:24]([CH3:29])([CH3:28])[C:25](Cl)=[O:26]>C(Cl)Cl.CCCCCC>[Br:1][C:2]1[CH:7]=[CH:6][CH:5]=[CH:4][C:3]=1[CH2:8][N:9]([OH:10])[C:25](=[O:26])[C:24]([CH3:29])([CH3:28])[CH2:23][Cl:22]. Procedure: Under an argon atmosphere a stirred solution of 8.8 grams (0.044 mole) of N-(2-bromophenylmethyl)hydroxylamine and 12.0 grams (0.152 mole) of pyridine in 200 ml of methylene chloride was cooled to -10°. The reaction vessel was fitted with a septum and 5.2 grams (0.048 mole) of trimethylchlorosilane was added in small portions from a hypodermic syringe. Upon completion of addition the reaction mixture was stirred at -10° for 30 minutes, then allowed to warm to 0°. At this temperature a solution o... Starting materials: ClCC(=O)C1=CC=C(C=C1)F (2-chloro-1-(4-fluoro-phenyl)-ethanone), [Na].C(CC(=O)C)(=O)OCC (ethyl acetoacetate sodium salt), [I-].[Na+] (sodium iodide). Solvent: CC(=O)C (acetone). Product: C(C)OC(C(C(C)=O)CC(=O)C1=CC=C(C=C1)F)=O (2-[2-(4-Fluoro-phenyl)-2-oxo-ethyl]-3-oxo-butyric acid ethyl ester). Yield: 98.4%. As a reaction SMILES: Cl[CH2:2][C:3]([C:5]1[CH:10]=[CH:9][C:8]([F:11])=[CH:7][CH:6]=1)=[O:4].[Na].[C:13]([O:19][CH2:20][CH3:21])(=[O:18])[CH2:14][C:15]([CH3:17])=[O:16].[I-].[Na+]>CC(C)=O>[CH2:20]([O:19][C:13](=[O:18])[CH:14]([CH2:2][C:3]([C:5]1[CH:10]=[CH:9][C:8]([F:11])=[CH:7][CH:6]=1)=[O:4])[C:15](=[O:16])[CH3:17])[CH3:21] |f:1.2,3.4,^1:11|. Reported procedure: A mixture of 2-chloro-1-(4-fluoro-phenyl)-ethanone (4.83 g, 28.0 mmol), ethyl acetoacetate sodium salt (4.26 g, 28.0 mmol) and sodium iodide (420 mg, 2.80 mmol) in acetone (50 mL) was refluxed for 1 h; then the solvents were evaporated, the residue was partitioned between EtOAc and 1 M HCl aqueous solution, the organic phase was washed with saturated sodium chloride aqueous solution, dried over anhydrous sodium sulfate, filtered, concentrated, to give a brown liquid, the title product (7.334 g);... Reaction SMILES: CO[C:3](=[O:18])[C:4]1[CH:9]=[CH:8][C:7]([CH2:10][CH2:11][CH2:12][CH:13]2[O:17][CH2:16][CH2:15][O:14]2)=[CH:6][CH:5]=1.[H-].[CH2:20]([Al+]CC(C)C)C(C)C>C1COCC1>[O:17]1[CH2:16][CH2:15][CH2:20][O:14][CH:13]1[CH2:12][CH2:11][CH2:10][C:7]1[CH:6]=[CH:5][C:4]([CH2:3][OH:18])=[CH:9][CH:8]=1 |f:1.2|. Reactants: COC(C1=CC=C(C=C1)CCCC1OCCO1)=O (4-[3-[1,3]-Dioxolan-2-yl-propyl)benzoic acid methyl ester), [H-].C(C(C)C)[Al+]CC(C)C (diisobutylaluminum hydride). Solvent: C1CCOC1 (THF). Procedure: To a solution of 2.85 g (11.4 mmol) of ester 169 in 25 mL of THF at 0° C. was added 4.4 mL (24.7 mmol) of diisobutylaluminum hydride and the resulting mixture was allowed to stir at 0° C. for 15 min. The reaction was quenched with saturated potassium sodium tartrate and extracted three times with ethyl acetate. The combined organic extracts were dried over MgSO4, filtered and concentrated to yield 2.58 g of the crude alcohol 170 as an oil. 1H NMR consistent with the product. Product: O1C(OCCC1)CCCC1=CC=C(C=C1)CO ([4-(3-[1,3]-Dioxan-2-yl-propyl)phenyl]methanol). Run at temperature 0 celsius, time 15 minute. Isolated yield 95.8%.